Dataset: the Open Reaction Database (ORD), a public repository of structured organic reaction records. Task: describe an organic reaction: reactants, conditions, products, and yield Reaction SMILES: [Br-:15].[CH2:1]([CH3:2])[O:3][C:4]([C:5](=[C:6]1[CH2:7][CH2:8][O:9][CH2:10][CH2:11]1)[C:12]#[N:13])=[O:14].[CH3:24][CH2:25][O:26][CH2:27][CH3:28].[Cl:16][c:17]1[cH:18][cH:19][c:20]([Mg+:23])[cH:21][cH:22]1>>[CH2:1]([CH3:2])[O:3][C:4]([CH:5]([C:6]1([c:20]2[cH:19][cH:18][c:17]([Cl:16])[cH:22][cH:21]2)[CH2:7][CH2:8][O:9][CH2:10][CH2:11]1)[C:12]#[N:13])=[O:14]. Reactants: [Br-], CCOC(=O)C(C#N)=C1CCOCC1, CCOCC, [Mg+]c1ccc(Cl)cc1. The product is CCOC(=O)C(C#N)C1(c2ccc(Cl)cc2)CCOCC1. The reactants are ClC=1C(=C(C=O)C=CC1)[N+](=O)[O-] (3-chloro-2-nitrobenzaldehyde), N\C(=C/C(=O)OC)\C (methyl 3-aminocrotonate), C(CC(=O)C)(=O)OCC(CN(C)CC1=CC=CC=C1)(C)C (3-(N-benzyl-N-methylamino)-2,2-dimethylpropyl acetoacetate), CC(C)O (2-propanol). Product: CC1(NC=C(C(C1C(=O)OCC(CN(C)CC1=CC=CC=C1)(C)C)C1=C(C(=CC=C1)Cl)[N+](=O)[O-])C(=O)OC)C (3-(N-benzyl-N-methylamino)-2,2-dimethylpropyl methyl 2,2-dimethyl-4-(3-chloro-2-nitrophenyl)-1,4-dihydropyridine-3,5-dicarboxylate). RXN SMILES: [Cl:1][C:2]1[C:3]([N+:10]([O-:12])=[O:11])=[C:4]([CH:7]=[CH:8][CH:9]=1)[CH:5]=O.[NH2:13]/[C:14](/C)=[CH:15]\[C:16]([O:18][CH3:19])=[O:17].[C:21]([O:27][CH2:28][C:29]([CH3:41])([CH3:40])[CH2:30][N:31]([CH2:33][C:34]1[CH:39]=[CH:38][CH:37]=[CH:36][CH:35]=1)[CH3:32])(=[O:26])[CH2:22][C:23]([CH3:25])=O.[CH3:42]C(O)C>>[CH3:25][C:23]1([CH3:42])[CH:22]([C:21]([O:27][CH2:28][C:29]([CH3:41])([CH3:40])[CH2:30][N:31]([CH2:33][C:34]2[CH:39]=[CH:38][CH:37]=[CH:36][CH:35]=2)[CH3:32])=[O:26])[CH:5]([C:4]2[CH:7]=[CH:8][CH:9]=[C:2]([Cl:1])[C:3]=2[N+:10]([O-:12])=[O:11])[C:15]([C:16]([O:18][CH3:19])=[O:17])=[CH:14][NH:13]1. Procedure: A mixture of 185 mg of 3-chloro-2-nitrobenzaldehyde, 118 mg of methyl 3-aminocrotonate and 292 mg of 3-(N-benzyl-N-methylamino)-2,2-dimethylpropyl acetoacetate in 1 ml of 2-propanol was refluxed for 12 hours, and then the solvent was distilled off under reduced pressure. The residue was purified by a method of column chromatography on silica gel to yield 337 mg of the desired compound (132). Starting materials: Cl.C(N)(=N)N1CCC(CC1)CCC(=O)O (1-amidino-4-piperidinepropionic acid hydrochloride), C1(=CC=CC=C1)S (thiophenol), C1(CCCCC1)N=C=NC1CCCCC1 (dicyclohexylcarbodiimide), CN(C=O)C (dimethylformamide). Run in C(C)(C)(C)O (t-butanol). Run at time 17 hour. Yield: 35.0%. Product: Cl.C(N)(=N)N1CCC(CC1)CCC(=O)OSC1=CC=CC=C1 (phenylthio 1-amidino-4-piperidinepropionate hydrochloride). As a reaction SMILES: [ClH:1].[C:2]([N:5]1[CH2:10][CH2:9][CH:8]([CH2:11][CH2:12][C:13]([OH:15])=[O:14])[CH2:7][CH2:6]1)(=[NH:4])[NH2:3].[C:16]1([SH:22])[CH:21]=[CH:20][CH:19]=[CH:18][CH:17]=1.C1(N=C=NC2CCCCC2)CCCCC1.CN(C)C=O>C(O)(C)(C)C>[ClH:1].[C:2]([N:5]1[CH2:10][CH2:9][CH:8]([CH2:11][CH2:12][C:13]([O:15][S:22][C:16]2[CH:21]=[CH:20][CH:19]=[CH:18][CH:17]=2)=[O:14])[CH2:7][CH2:6]1)(=[NH:3])[NH2:4] |f:0.1,6.7|. Procedure details: A mixture of 2.4 g of 1-amidino-4-piperidinepropionic acid hydrochloride, 1.1 g of thiophenol, 2.1 g of dicyclohexylcarbodiimide and 15 ml of dry dimethylformamide was stirred at room temperature for 17 hours. After removal of any insoluble materials, the solvent was removed. The residue was washed with ether and then with t-butanol to obtain 1.2 g (yield: 36.4%) of phenylthio 1-amidino-4-piperidinepropionate hydrochloride as colorless crystals having a melting point of 168° to 170° C. Reactants: COCCOC (DME), Si-Thiol, BrC=1C(=NC=C(C(=O)NC2=CC=C(C=C2)OC(F)(F)F)C1)N1C[C@@H](CC1)CO ((R)-5-Bromo-6-(3-(hydroxymethyl)pyrrolidin-1-yl)-N-(4-(trifluoromethoxy)phenyl)nicotinamide), N1=CN=CC(=C1)B(O)O (pyrimidin-5-ylboronic acid), C(=O)([O-])[O-].[Na+].[Na+] (Na2CO3). Reagents/catalysts: Cl[Pd]([P](C1=CC=CC=C1)(C2=CC=CC=C2)C3=CC=CC=C3)([P](C4=CC=CC=C4)(C5=CC=CC=C5)C6=CC=CC=C6)Cl (Pd(PPh3)2Cl2). Run in CCO (EtOH), O (water). Product: OC[C@H]1CN(CC1)C1=NC=C(C(=O)NC2=CC=C(C=C2)OC(F)(F)F)C=C1C=1C=NC=NC1 ((R)-6-(3-(Hydroxymethyl)pyrrolidin-1-yl)-5-(pyrimidin-5-yl)-N-(4-(trifluoromethoxy)phenyl)nicotinamide). RXN SMILES: Br[C:2]1[C:3]([N:22]2[CH2:26][CH2:25][C@@H:24]([CH2:27][OH:28])[CH2:23]2)=[N:4][CH:5]=[C:6]([CH:21]=1)[C:7]([NH:9][C:10]1[CH:15]=[CH:14][C:13]([O:16][C:17]([F:20])([F:19])[F:18])=[CH:12][CH:11]=1)=[O:8].[N:29]1[CH:34]=[C:33](B(O)O)[CH:32]=[N:31][CH:30]=1.C([O-])([O-])=O.[Na+].[Na+].COCCOC>Cl[Pd](Cl)([P](C1C=CC=CC=1)(C1C=CC=CC=1)C1C=CC=CC=1)[P](C1C=CC=CC=1)(C1C=CC=CC=1)C1C=CC=CC=1.CCO.O>[OH:28][CH2:27][C@@H:24]1[CH2:25][CH2:26][N:22]([C:3]2[C:2]([C:33]3[CH:34]=[N:29][CH:30]=[N:31][CH:32]=3)=[CH:21][C:6]([C:7]([NH:9][C:10]3[CH:15]=[CH:14][C:13]([O:16][C:17]([F:20])([F:19])[F:18])=[CH:12][CH:11]=3)=[O:8])=[CH:5][N:4]=2)[CH2:23]1 |f:2.3.4,^1:52,71|. Procedure: (R)-5-Bromo-6-(3-(hydroxymethyl)pyrrolidin-1-yl)-N-(4-(trifluoromethoxy)phenyl)nicotinamide (Stage 75.1, 60 mg, 0.13 mmol), pyrimidin-5-ylboronic acid (24.2 mg, 0.196 mmol), Pd(PPh3)2Cl2 (9.15 mg, 0.013 mmol) and Na2CO3 (41.5 mg, 0.391 mmol) were added to a MW vial and treated with a mixture of DME (553 μL), water (158 μL) and EtOH (79 μL). The vial was sealed, evacuated/purged with argon and was subjected to MW irradiation at 80° C. for 2 h. The RM was diluted with THF (1 mL), treated with Si-T... The reactants are COC=C1C(=O)NC(=O)c2ccc(Br)cc21, CCN(CC)CCCCN, CN(C)C=O. Product: CCN(CC)CCCCNC=C1C(=O)NC(=O)c2ccc(Br)cc21. RXN SMILES: [Br:1][c:2]1[cH:3][c:4]2[c:9]([cH:10][cH:11]1)[C:8](=[O:12])[NH:7][C:6](=[O:13])[C:5]2=[CH:14][O:15][CH3:16].[CH2:17]([CH3:18])[N:19]([CH2:20][CH2:21][CH2:22][CH2:23][NH2:24])[CH2:25][CH3:26].[CH3:27][N:28]([CH3:29])[CH:30]=[O:31]>>[Br:1][c:2]1[cH:3][c:4]2[c:9]([cH:10][cH:11]1)[C:8](=[O:12])[NH:7][C:6](=[O:13])[C:5]2=[CH:14][NH:24][CH2:23][CH2:22][CH2:21][CH2:20][N:19]([CH2:17][CH3:18])[CH2:25][CH3:26]. The reactants are CNc1ccc(O)cc1, Clc1cnc2cc(Cl)c(Cl)cc2n1, O=S(=O)(O)O. Yields the product CN(c1ccc(O)cc1)c1cnc2cc(Cl)c(Cl)cc2n1. RXN SMILES: [CH3:19][NH:20][c:21]1[cH:22][cH:23][c:24]([OH:27])[cH:25][cH:26]1.[Cl:1][c:2]1[n:3][c:4]2[cH:5][c:6]([Cl:13])[c:7]([Cl:12])[cH:8][c:9]2[n:10][cH:11]1.[S:14]([OH:15])([OH:16])(=[O:17])=[O:18]>>[c:2]1([N:20]([CH3:19])[c:21]2[cH:22][cH:23][c:24]([OH:27])[cH:25][cH:26]2)[n:3][c:4]2[cH:5][c:6]([Cl:13])[c:7]([Cl:12])[cH:8][c:9]2[n:10][cH:11]1. The reactants are CCC1CC(NC(C)=O)c2nc(OC)ccc2N1, CC(C)OC(=O)Cl, ClCCl, Cl, c1ccncc1. As a reaction SMILES: [CH2:8]([CH3:9])[CH:10]1[NH:11][c:12]2[cH:13][cH:14][c:15]([O:24][CH3:25])[n:16][c:17]2[CH:18]([NH:20][C:21]([CH3:22])=[O:23])[CH2:19]1.[Cl:1][C:2](=[O:3])[O:4][CH:5]([CH3:6])[CH3:7].[Cl:33][CH2:34][Cl:35].[ClH:32].[cH:26]1[cH:27][cH:28][n:29][cH:30][cH:31]1>>[C:2](=[O:3])([O:4][CH:5]([CH3:6])[CH3:7])[N:11]1[CH:10]([CH2:8][CH3:9])[CH2:19][CH:18]([NH:20][C:21]([CH3:22])=[O:23])[c:17]2[c:12]1[cH:13][cH:14][c:15]([O:24][CH3:25])[n:16]2. Product: CCC1CC(NC(C)=O)c2nc(OC)ccc2N1C(=O)OC(C)C.